This data is from the Open Reaction Database (ORD), a public repository of structured organic reaction records. The task is: describe an organic reaction: reactants, conditions, products, and yield Reactants: COc1cc(Cn2c(=O)n(C)c3ccccc32)c(Br)cc1C(C)(C)C, O=C([O-])[O-], OB(O)c1cccnc1OCc1ccccc1, CO, ClCCl, [Na+], [Na+], c1ccc(P(c2ccccc2)(c2ccccc2)[Pd](P(c2ccccc2)(c2ccccc2)c2ccccc2)(P(c2ccccc2)(c2ccccc2)c2ccccc2)P(c2ccccc2)(c2ccccc2)c2ccccc2)cc1. The product is COc1cc(Cn2c(=O)n(C)c3ccccc32)c(-c2cccnc2OCc2ccccc2)cc1C(C)(C)C. As a reaction SMILES: [Br:1][c:2]1[c:3]([CH2:4][n:5]2[c:6](=[O:15])[n:7]([CH3:14])[c:8]3[c:9]2[cH:10][cH:11][cH:12][cH:13]3)[cH:16][c:17]([O:24][CH3:25])[c:18]([C:20]([CH3:21])([CH3:22])[CH3:23])[cH:19]1.[C:43](=[O:44])([O-:45])[O-:46].[CH2:26]([c:27]1[cH:28][cH:29][cH:30][cH:31][cH:32]1)[O:33][c:34]1[n:35][cH:36][cH:37][cH:38][c:39]1[B:40]([OH:41])[OH:42].[CH3:49][OH:50].[Cl:51][CH2:52][Cl:53].[Na+:47].[Na+:48].[cH:54]1[cH:55][cH:56][c:57]([P:58]([Pd:59]([P:60]([c:61]2[cH:62][cH:63][cH:64][cH:65][cH:66]2)([c:67]2[cH:68][cH:69][cH:70][cH:71][cH:72]2)[c:73]2[cH:74][cH:75][cH:76][cH:77][cH:78]2)([P:79]([c:80]2[cH:81][cH:82][cH:83][cH:84][cH:85]2)([c:86]2[cH:87][cH:88][cH:89][cH:90][cH:91]2)[c:92]2[cH:93][cH:94][cH:95][cH:96][cH:97]2)[P:98]([c:99]2[cH:100][cH:101][cH:102][cH:103][cH:104]2)([c:105]2[cH:106][cH:107][cH:108][cH:109][cH:110]2)[c:111]2[cH:112][cH:113][cH:114][cH:115][cH:116]2)([c:117]2[cH:118][cH:119][cH:120][cH:121][cH:122]2)[c:123]2[cH:124][cH:125][cH:126][cH:127][cH:128]2)[cH:129][cH:130]1>>[c:2]1(-[c:39]2[c:34]([O:33][CH2:26][c:27]3[cH:28][cH:29][cH:30][cH:31][cH:32]3)[n:35][cH:36][cH:37][cH:38]2)[c:3]([CH2:4][n:5]2[c:6](=[O:15])[n:7]([CH3:14])[c:8]3[c:9]2[cH:10][cH:11][cH:12][cH:13]3)[cH:16][c:17]([O:24][CH3:25])[c:18]([C:20]([CH3:21])([CH3:22])[CH3:23])[cH:19]1. Reactants: C(C1=CC=CC=C1)OC1=C(C=CC=C1)CC=CC1=CC(=C(C(=O)OC)C=C1)O (methyl 4-[3-(2-benzyloxyphenyl)propenyl]-2-hydroxybenzoate), C(C1=CC=CC=C1)OC1=C(C=CC=C1)CCC1=C(C=C(C(=O)OC)C=C1)N (methyl 4-[2-(2-benzyloxyphenyl)ethyl]-3-aminobenzoate), C(C1=CC=CC=C1)OC1=C(C=CC=C1)C=CC1=C(C=C(C(=O)OC)C=C1)[N+](=O)[O-] (methyl 4-[2-(2-benzyloxyphenyl)ethenyl]-3-nitrobenzoate). Yields the product C(C1=CC=CC=C1)OC1=C(C=CC=C1)CCCC1=CC(=C(C(=O)OC)C=C1)O (Methyl 4-[3-(2-benzyloxyphenyl)propyl]-2-hydroxybenzoate). RXN SMILES: [CH2:1]([O:8][C:9]1[CH:14]=[CH:13][CH:12]=[CH:11][C:10]=1[CH2:15][CH:16]=[CH:17][C:18]1[CH:27]=[CH:26][C:21]([C:22]([O:24][CH3:25])=[O:23])=[C:20]([OH:28])[CH:19]=1)[C:2]1[CH:7]=[CH:6][CH:5]=[CH:4][CH:3]=1.C(OC1C=CC=CC=1CCC1C=CC(C(OC)=O)=CC=1N)C1C=CC=CC=1.C(OC1C=CC=CC=1C=CC1C=CC(C(OC)=O)=CC=1[N+]([O-])=O)C1C=CC=CC=1>>[CH2:1]([O:8][C:9]1[CH:14]=[CH:13][CH:12]=[CH:11][C:10]=1[CH2:15][CH2:16][CH2:17][C:18]1[CH:27]=[CH:26][C:21]([C:22]([O:24][CH3:25])=[O:23])=[C:20]([OH:28])[CH:19]=1)[C:2]1[CH:3]=[CH:4][CH:5]=[CH:6][CH:7]=1. Reported procedure: Methyl 4-[3-(2-benzyloxyphenyl)propyl]-2-hydroxybenzoate was prepared from methyl 4-[3-(2-benzyloxyphenyl)propenyl]-2-hydroxybenzoate by the method described in Example 9 for the synthesis of methyl 4-[2-(2-benzyloxyphenyl)ethyl]-3-aminobenzoate from methyl 4-[2-(2-benzyloxyphenyl)ethenyl]-3-nitrobenzoate. Reactants: [Al+3], [H-], [H-], [H-], [H-], [Li+], [Na+], C1CCOC1, [OH-], O, COC(=O)c1ccccc1Oc1ccc2[nH]ncc2c1. The product is OCc1ccccc1Oc1ccc2[nH]ncc2c1. Reaction SMILES: [Al+3:22].[H-:21].[H-:24].[H-:25].[H-:26].[Li+:23].[Na+:29].[O:30]1[CH2:31][CH2:32][CH2:33][CH2:34]1.[OH-:28].[OH2:27].[nH:1]1[n:2][cH:3][c:4]2[cH:5][c:6]([O:10][c:11]3[c:12]([C:13](=[O:14])[O:15][CH3:16])[cH:17][cH:18][cH:19][cH:20]3)[cH:7][cH:8][c:9]12>>[nH:1]1[n:2][cH:3][c:4]2[cH:5][c:6]([O:10][c:11]3[c:12]([CH2:13][OH:14])[cH:17][cH:18][cH:19][cH:20]3)[cH:7][cH:8][c:9]12. Reactants: N (ammonia), O=C1N(C2=CC=CC=C2C12C1=C(OC2)C=C2OCCC2=C1)CC(=O)O ((2′-oxo-5,6-dihydrospiro[benzo[1,2-b:5,4-b′]difuran-3,3′-indol]-1′(2′H)-yl)acetic acid), CC(CCN)(C)C (3,3-dimethylbutylamine), O=C1N(C2=CC=CC=C2C12COC=1C2=CC2=C(OCO2)C1)CC1=CC(=C(O1)C(F)(F)F)C(=O)O (5-[(2′-oxospiro[furo[2,3-f][1,3]benzodioxole-7,3′-indol]-1′(2′H)-yl)methyl]-2-(trifluoromethyl)furan-3-carboxylic acid). The solvent is CO (methanol). The product is O=C1N(C2=CC=CC=C2C12COC=1C2=CC2=C(OCO2)C1)CC1=CC(=C(O1)C(F)(F)F)C(=O)N (5-[(2′-oxospiro[furo[2,3-f][1,3]benzodioxole-7,3′-indol]-1′(2′H)-yl)methyl]-2-(trifluoromethyl)furan-3-carboxamide). Reaction SMILES: N.CC(C)(C)CC[NH2:6].[O:9]=[C:10]1[C:18]2([C:22]3=[CH:23][C:24]4[O:28][CH2:27][O:26][C:25]=4[CH:29]=[C:21]3[O:20][CH2:19]2)[C:17]2[C:12](=[CH:13][CH:14]=[CH:15][CH:16]=2)[N:11]1[CH2:30][C:31]1[O:35][C:34]([C:36]([F:39])([F:38])[F:37])=[C:33]([C:40](O)=[O:41])[CH:32]=1.O=C1C2(COC3C=C4C(=CC2=3)CCO4)C2C(=CC=CC=2)N1CC(O)=O>CO>[O:9]=[C:10]1[C:18]2([C:22]3=[CH:23][C:24]4[O:28][CH2:27][O:26][C:25]=4[CH:29]=[C:21]3[O:20][CH2:19]2)[C:17]2[C:12](=[CH:13][CH:14]=[CH:15][CH:16]=2)[N:11]1[CH2:30][C:31]1[O:35][C:34]([C:36]([F:38])([F:39])[F:37])=[C:33]([C:40]([NH2:6])=[O:41])[CH:32]=1. Procedure details: Following the procedure as described in EXAMPLE 12.49 and making non-critical variations using 7 N ammonia solution in methanol to replace 3,3-dimethylbutylamine, and 5-[(2′-oxospiro[furo[2,3-f][1,3]benzodioxole-7,3′-indol]-1′(2′H)-yl)methyl]-2-(trifluoromethyl)furan-3-carboxylic acid to replace (2′-oxo-5,6-dihydrospiro[benzo[1,2-b:5,4-b′]difuran-3,3′-indol]-1′(2′H)-yl)acetic acid, 5-[(2′-oxospiro[furo[2,3-f][1,3]benzodioxole-7,3′-indol]-1′(2′H)-yl)methyl]-2-(trifluoromethyl)furan-3-carboxamide ... Reactants: CN1CCNCC1 (N-methylpiperazine), ClC1=C(C(=O)O)C=C(C(=C1OCC1=CC=C(C=C1)OC)OCC1=CC=C(C=C1)OC)Cl (2,5-dichloro-3,4-bis(p-methoxybenzyloxy)benzoic acid), ON1N=NC2=C1C=CC=C2 (1-hydroxybenzotriazole), C1(CCCCC1)N=C=NC1CCCCC1 (dicyclohexylcarbodiimide). Solvent: O1CCCC1 (tetrahydrofuran). Reaction conditions: time 90 minute. Product: ClC1=C(C(=O)N2CCN(CC2)C)C=C(C(=C1OCC1=CC=C(C=C1)OC)OCC1=CC=C(C=C1)OC)Cl (1-(2,5-dichloro-3,4-bis(p-methoxybenzyloxy)benzoyl)-4-methylpiperazine). Yield: 71.5%. As a reaction SMILES: [Cl:1][C:2]1[C:10]([O:11][CH2:12][C:13]2[CH:18]=[CH:17][C:16]([O:19][CH3:20])=[CH:15][CH:14]=2)=[C:9]([O:21][CH2:22][C:23]2[CH:28]=[CH:27][C:26]([O:29][CH3:30])=[CH:25][CH:24]=2)[C:8]([Cl:31])=[CH:7][C:3]=1[C:4](O)=[O:5].ON1C2C=CC=CC=2N=N1.C1(N=C=NC2CCCCC2)CCCCC1.[CH3:57][N:58]1[CH2:63][CH2:62][NH:61][CH2:60][CH2:59]1>O1CCCC1>[Cl:1][C:2]1[C:10]([O:11][CH2:12][C:13]2[CH:14]=[CH:15][C:16]([O:19][CH3:20])=[CH:17][CH:18]=2)=[C:9]([O:21][CH2:22][C:23]2[CH:24]=[CH:25][C:26]([O:29][CH3:30])=[CH:27][CH:28]=2)[C:8]([Cl:31])=[CH:7][C:3]=1[C:4]([N:61]1[CH2:62][CH2:63][N:58]([CH3:57])[CH2:59][CH2:60]1)=[O:5]. Reported procedure: To a solution of 2,5-dichloro-3,4-bis(p-methoxybenzyloxy)benzoic acid (2.02 g: 4.36 mMol.) and 1-hydroxybenzotriazole (648 mg: 1.1 Eq.) in tetrahydrofuran (40 ml) is added dicyclohexylcarbodiimide (990 mg: 1.1 Eq.), and the mixture is stirred at room temperature for 90 minutes. This solution is mixed with N-methylpiperazine (0.66 g: 1.5 Eq.) and stirred at room temperature for 1 hour. The reaction mixture is filtered to remove solid and concentrated under reduced pressure. The residue is purifie... Starting materials: C(C)(C)N([C@H]1CN(CCC1)C(=O)OC(C)(C)C)C(=O)C=1C(=CC2=C(N(C(C(O2)(COCC2OC2)C)=O)CCCCOC)C1)C(F)(F)F (tert-butyl (3R)-3-(isopropyl{[4-(4-methoxybutyl)-2-methyl-2-[(oxiran-2-ylmethoxy)methyl]-3-oxo-7-(trifluoromethyl)-3,4-dihydro-2H-1,4-benzoxazin-6-yl]carbonyl}-amino)piperidine-1-carboxylate), [O-]CC.[Na+] (sodium ethoxide), [Cl-].[NH4+] (ammonium chloride). Run in O1CCCC1 (tetrahydrofuran). Reaction conditions: temperature 50 celsius, time 2 hour. Yields the product C(C)OCC(COCC1(OC2=C(N(C1=O)CCCCOC)C=C(C(=C2)C(F)(F)F)C(=O)N([C@H]2CN(CCC2)C(=O)OC(C)(C)C)C(C)C)C)O (tert-Butyl (3R)-3-[{[2-[(3-ethoxy-2-hydroxypropoxy)methyl]-4-(4-methoxybutyl)-2-methyl-3-oxo-7-(trifluoromethyl)-3,4-dihydro-2H-1,4-benzoxazin-6-yl]carbonyl}(isopropyl)amino]piperidine-1-carboxylate). RXN SMILES: [CH:1]([N:4]([C:18]([C:20]1[C:21]([C:44]([F:47])([F:46])[F:45])=[CH:22][C:23]2[O:28][C:27]([CH3:35])([CH2:29][O:30][CH2:31][CH:32]3[CH2:34][O:33]3)[C:26](=[O:36])[N:25]([CH2:37][CH2:38][CH2:39][CH2:40][O:41][CH3:42])[C:24]=2[CH:43]=1)=[O:19])[C@@H:5]1[CH2:10][CH2:9][CH2:8][N:7]([C:11]([O:13][C:14]([CH3:17])([CH3:16])[CH3:15])=[O:12])[CH2:6]1)([CH3:3])[CH3:2].[O-:48][CH2:49][CH3:50].[Na+].[Cl-].[NH4+]>O1CCCC1>[CH2:49]([O:48][CH2:34][CH:32]([OH:33])[CH2:31][O:30][CH2:29][C:27]1([CH3:35])[C:26](=[O:36])[N:25]([CH2:37][CH2:38][CH2:39][CH2:40][O:41][CH3:42])[C:24]2[CH:43]=[C:20]([C:18]([N:4]([CH:1]([CH3:2])[CH3:3])[C@@H:5]3[CH2:10][CH2:9][CH2:8][N:7]([C:11]([O:13][C:14]([CH3:16])([CH3:15])[CH3:17])=[O:12])[CH2:6]3)=[O:19])[C:21]([C:44]([F:47])([F:45])[F:46])=[CH:22][C:23]=2[O:28]1)[CH3:50] |f:1.2,3.4|. Reported procedure: To a solution of tert-butyl (3R)-3-(isopropyl{[4-(4-methoxybutyl)-2-methyl-2-[(oxiran-2-ylmethoxy)methyl]-3-oxo-7-(trifluoromethyl)-3,4-dihydro-2H-1,4-benzoxazin-6-yl]carbonyl}-amino)piperidine-1-carboxylate (113 mg) in tetrahydrofuran (1 ml) was added sodium ethoxide (0.1 ml, 20% ethanol solution), and the mixture was stirred at 50° C. for 2 hours. The reaction solution was cooled, and thereto was added a saturated aqueous ammonium chloride solution, and the mixture was extracted with ethyl ace... The reactants are CCCC[N+](CCCC)(CCCC)CCCC.[F-] (TBAF), O (water), ClC=1C=C(C=C(C1C[C@H]1C(N(CC1)[C@@H]1CC[C@H](CC1)OS(=O)(=O)C)=O)Cl)C1=CC=C(C=C1)C(=O)N1CCC(CC1)C(F)(F)F (Methanesulfonic acid trans-4-{(R)-3-[3,5-dichloro-4′-(4-trifluoromethyl-piperidine-1-carbonyl)-biphenyl-4-ylmethyl]-2-oxo-pyrrolidin-1-yl}-cyclohexyl ester). Solvent: C(C)#N (acetonitrile). Conditions: temperature 80 celsius, time 12 hour. Product: ClC=1C=C(C=C(C1C[C@H]1C(N(CC1)[C@@H]1CC[C@@H](CC1)F)=O)Cl)C1=CC=C(C=C1)C(=O)N1CCC(CC1)C(F)(F)F ((R)-3-[3,5-Dichloro-4′-(4-trifluoromethyl-piperidine-1-carbonyl)-biphenyl-4-ylmethyl]-cis-1-(4-fluoro-cyclohexyl)-pyrrolidin-2-one). Reaction SMILES: CCCC[N+](CCCC)(CCCC)CCCC.[F-:18].O.[Cl:20][C:21]1[CH:22]=[C:23]([C:46]2[CH:51]=[CH:50][C:49]([C:52]([N:54]3[CH2:59][CH2:58][CH:57]([C:60]([F:63])([F:62])[F:61])[CH2:56][CH2:55]3)=[O:53])=[CH:48][CH:47]=2)[CH:24]=[C:25]([Cl:45])[C:26]=1[CH2:27][C@@H:28]1[CH2:32][CH2:31][N:30]([C@H:33]2[CH2:38][CH2:37][C@H:36](OS(C)(=O)=O)[CH2:35][CH2:34]2)[C:29]1=[O:44]>C(#N)C>[Cl:20][C:21]1[CH:22]=[C:23]([C:46]2[CH:51]=[CH:50][C:49]([C:52]([N:54]3[CH2:55][CH2:56][CH:57]([C:60]([F:62])([F:61])[F:63])[CH2:58][CH2:59]3)=[O:53])=[CH:48][CH:47]=2)[CH:24]=[C:25]([Cl:45])[C:26]=1[CH2:27][C@@H:28]1[CH2:32][CH2:31][N:30]([C@H:33]2[CH2:38][CH2:37][C@@H:36]([F:18])[CH2:35][CH2:34]2)[C:29]1=[O:44] |f:0.1|. Reported procedure: Dissolve TBAF.3H2O (0.436 g, 1.36 mmol) in 5 ml of acetonitrile. Add water (0.05 ml. 2.72 mmol) and stir for 10 minutes. Add Methanesulfonic acid trans-4-{(R)-3-[3,5-dichloro-4′-(4-trifluoromethyl-piperidine-1-carbonyl)-biphenyl-4-ylmethyl]-2-oxo-pyrrolidin-1-yl}-cyclohexyl ester (Preparation 24) (0.458 g, 0.68 mmol). Stir at 80° C. for 12 hours. Quench with saturated NaHCO3 and extract with ethyl acetate. Wash the extract with brine. Dry over magnesium sulfate, filter, and concentrate. After fl... Reactants: O=C([O-])O, C=CCOc1ccc2sc(C(=O)OCC)cc(=O)c2c1, CO, [Na+], O. The product is C=CCOc1ccc2sc(C(=O)O)cc(=O)c2c1. As a reaction SMILES: [C:21](=[O:22])([OH:23])[O-:24].[CH2:1]([CH:2]=[CH2:3])[O:4][c:5]1[cH:6][c:7]2[c:8](=[O:20])[cH:9][c:10]([C:15](=[O:16])[O:17][CH2:18][CH3:19])[s:11][c:12]2[cH:13][cH:14]1.[CH3:26][OH:27].[Na+:25].[OH2:28]>>[CH2:1]([CH:2]=[CH2:3])[O:4][c:5]1[cH:6][c:7]2[c:8](=[O:20])[cH:9][c:10]([C:15](=[O:16])[OH:17])[s:11][c:12]2[cH:13][cH:14]1.